describe an organic reaction: reactants, conditions, products, and yield From a dataset of the Open Reaction Database (ORD), a public repository of structured organic reaction records. Starting materials: NC1=NC(=NS1)C(C(=O)NC1[C@@H]2N(C(=C(CS2)C=CCI)C(=O)OC(C2=CC=CC=C2)C2=CC=CC=C2)C1=O)=NOC (diphenylmethyl 7-[2-(5-amino-1,2,4-thiadiazol-3-yl)-2-methoxyiminoacetamido]-3-(3-iodo-1-propen-1-yl)-3-cephem-4-carboxylate), CN1CCCC1 (1-methylpyrrolidine). The solvent is C(C)(=O)OCC (ethyl acetate), C(C)(=O)OCC (ethyl acetate), C(C)(C)OC(C)C (isopropyl ether). Run at time 1 hour. Yields the product NC1=NC(=NS1)C(C(=O)NC1[C@@H]2N(C(=C(CS2)C=CC[N+]2(CCCC2)C)C(=O)[O-])C1=O)=NOC (7-[2-(5-Amino-1,2,4-thiadiazol-3-yl)-2-methoxyiminoacetamido]-3-[3-(1-methylpyrrolidinio)-1-propen-1-yl]-3-cephem-4-carboxylate). Yield: 12.2%. As a reaction SMILES: [NH2:1][C:2]1[S:6][N:5]=[C:4]([C:7](=[N:40][O:41][CH3:42])[C:8]([NH:10][CH:11]2[C:38](=[O:39])[N:13]3[C:14]([C:22]([O:24]C(C4C=CC=CC=4)C4C=CC=CC=4)=[O:23])=[C:15]([CH:18]=[CH:19][CH2:20]I)[CH2:16][S:17][C@H:12]23)=[O:9])[N:3]=1.[CH3:43][N:44]1[CH2:48][CH2:47][CH2:46][CH2:45]1>C(OCC)(=O)C.C(OC(C)C)(C)C>[NH2:1][C:2]1[S:6][N:5]=[C:4]([C:7](=[N:40][O:41][CH3:42])[C:8]([NH:10][CH:11]2[C:38](=[O:39])[N:13]3[C:14]([C:22]([O-:24])=[O:23])=[C:15]([CH:18]=[CH:19][CH2:20][N+:44]4([CH3:43])[CH2:48][CH2:47][CH2:46][CH2:45]4)[CH2:16][S:17][C@H:12]23)=[O:9])[N:3]=1. Procedure: To a solution of diphenylmethyl 7-[2-(5-amino-1,2,4-thiadiazol-3-yl)-2-methoxyiminoacetamido]-3-(3-iodo-1-propen-1-yl)-3-cephem-4-carboxylate (IX-1) (Z/E=2/1, 150 mg, 0.21 mmole) in ethyl acetate (2 ml) was added a solution of 1-methylpyrrolidine (36 mg, 0.42 mmole) in ethyl acetate (1 ml) in one portion with stirring. The mixture was stirred for 15 minutes and diluted with isopropyl ether (10 ml) to form a precipitate, which was collected by filtration. A mixture of the solid (130 mg), formic a...